From a dataset of the Open Reaction Database (ORD), a public repository of structured organic reaction records. describe an organic reaction: reactants, conditions, products, and yield The reactants are C(C1=CC=CC=C1)Br (benzylbromide), C(CC(O)(C(=O)O)CC(=O)O)(=O)O (citric acid), [K].CC(C)([O-])C (potassium tert.-butoxide), O1CCC(C1)O (tetrahydrofuran-4-ol), [N+](=O)([O-])C=1C(=CC2=C(OCO2)C1)C(=O)O (6-nitro-benzo[1,3]dioxol-5-carboxylic acid). Run in CN(C=O)C (N,N-dimethylformamide). Conditions: time 1 hour. The product is [N+](=O)([O-])C1=C(C(=O)O)C=C(C(=C1)OCC1=CC=CC=C1)OC1CCOCC1 (2-nitro-4-benzyloxy-5-(tetrahydropyran-4-yloxy)-benzoic acid). As a reaction SMILES: [K].CC(C)([O-])C.[O:7]1[CH2:11][CH:10](O)[CH2:9][CH2:8]1.[N+:13]([C:16]1[C:17]([C:25]([OH:27])=[O:26])=[CH:18][C:19]2[O:23][CH2:22][O:21][C:20]=2[CH:24]=1)([O-:15])=[O:14].[CH2:28](Br)[C:29]1[CH:34]=[CH:33][CH:32]=[CH:31][CH:30]=1.C(O)(=O)CC(CC(O)=O)(C(O)=O)O>CN(C)C=O>[N+:13]([C:16]1[CH:24]=[C:20]([O:21][CH2:28][C:29]2[CH:34]=[CH:33][CH:32]=[CH:31][CH:30]=2)[C:19]([O:23][CH:22]2[CH2:10][CH2:11][O:7][CH2:8][CH2:9]2)=[CH:18][C:17]=1[C:25]([OH:27])=[O:26])([O-:15])=[O:14] |f:0.1,^1:0|. Procedure: 42.60 g potassium-tert.-butoxide are added to 38 ml of tetrahydrofuran-4-ol in 228 ml N,N-dimethylformamide while cooling with an ice bath. The mixture is stirred for one hour at ambient temperature, then 22.90 g 6-nitro-benzo[1,3]dioxol-5-carboxylic acid are added. After 1.5 hours the reaction is complete according to thin layer chromatography and 28.94 ml of benzylbromide are added dropwise while cooling with an ice bath. The reaction mixture is stirred overnight at ambient temperature, combin... Reactants: CC1(C)OC(c2ccc(S(N)(=O)=O)cc2)=C(I)C1=O, OB(O)c1cc2ccccc2o1. The product is CC1(C)OC(c2ccc(S(N)(=O)=O)cc2)=C(c2cc3ccccc3o2)C1=O. RXN SMILES: [NH2:1][S:2](=[O:3])(=[O:4])[c:5]1[cH:6][cH:7][c:8]([C:11]2=[C:12]([I:19])[C:13](=[O:18])[C:14]([CH3:16])([CH3:17])[O:15]2)[cH:9][cH:10]1.[o:20]1[c:21]2[c:22]([cH:23][c:24]1[B:25]([OH:26])[OH:27])[cH:28][cH:29][cH:30][cH:31]2>>[NH2:1][S:2](=[O:3])(=[O:4])[c:5]1[cH:6][cH:7][c:8]([C:11]2=[C:12]([c:24]3[o:20][c:21]4[c:22]([cH:23]3)[cH:28][cH:29][cH:30][cH:31]4)[C:13](=[O:18])[C:14]([CH3:16])([CH3:17])[O:15]2)[cH:9][cH:10]1. RXN SMILES: [C:1](#[N:2])[c:3]1[cH:4][cH:5][c:6](-[n:9]2[o:10][c:11](=[S:15])[nH:12][c:13]2=[S:14])[cH:7][cH:8]1.[CH2:16]=[O:17].[CH2:21]([Cl:22])[Cl:23].[CH3:19][OH:20].[OH2:18]>>[C:1](#[N:2])[c:3]1[cH:4][cH:5][c:6](-[n:9]2[o:10][c:11](=[S:15])[n:12]([CH2:16][OH:17])[c:13]2=[S:14])[cH:7][cH:8]1. Starting materials: N#Cc1ccc(-n2oc(=S)[nH]c2=S)cc1, C=O, ClCCl, CO, O. Product: N#Cc1ccc(-n2oc(=S)n(CO)c2=S)cc1. Isolated yield 69.0%. The product is OC(COC1=CC2=C(C=CC(O2)=O)C=C1OC)CN1CCC(CC1)C1=CC=CC=C1 ((±)-7-[2-hydroxy-3-(4-phenyl-1-piperidinyl)-propoxy]-6-methoxy-2H-1-benzopyran-2-one). Procedure: Method C (27 h at 45° C.); starting materials; 6-methoxy-7-(oxiranylmethoxy)-2H-1-benzopyran-2-one (example 86) and 4-phenylpiperidine; yield 69%; fusion point 114°-115° C. (from isopropanol and ethanol). Hydrochloride: method G; yield 82%; fusion point 202°-205° C. (from isopropanol and ethanol). RXN SMILES: [CH3:1][O:2][C:3]1[C:4]([O:14][CH2:15][CH:16]2[CH2:18][O:17]2)=[CH:5][C:6]2[O:11][C:10](=[O:12])[CH:9]=[CH:8][C:7]=2[CH:13]=1.[C:19]1([CH:25]2[CH2:30][CH2:29][NH:28][CH2:27][CH2:26]2)[CH:24]=[CH:23][CH:22]=[CH:21][CH:20]=1.Cl>C(O)C.C(O)(C)C>[OH:17][CH:16]([CH2:18][N:28]1[CH2:29][CH2:30][CH:25]([C:19]2[CH:24]=[CH:23][CH:22]=[CH:21][CH:20]=2)[CH2:26][CH2:27]1)[CH2:15][O:14][C:4]1[C:3]([O:2][CH3:1])=[CH:13][C:7]2[CH:8]=[CH:9][C:10](=[O:12])[O:11][C:6]=2[CH:5]=1. Solvent: C(C)O (ethanol), C(C)(C)O (isopropanol), C(C)O (ethanol), C(C)(C)O (isopropanol). Reactants: COC=1C(=CC2=C(C=CC(O2)=O)C1)OCC1OC1 (6-methoxy-7-(oxiranylmethoxy)-2H-1-benzopyran-2-one), C1(=CC=CC=C1)C1CCNCC1 (4-phenylpiperidine), Cl (Hydrochloride). The reactants are O=C([O-])[O-], CC(C)(C)OC(=O)N1CCNCC1, CS(C)=O, O=[N+]([O-])c1ccc(F)cc1, [K+], [K+], O. The product is CC(C)(C)OC(=O)N1CCN(c2ccc([N+](=O)[O-])cc2)CC1. As a reaction SMILES: [C:11](=[O:12])([O-:13])[O-:14].[C:17](=[O:18])([O:19][C:20]([CH3:21])([CH3:22])[CH3:23])[N:24]1[CH2:25][CH2:26][NH:27][CH2:28][CH2:29]1.[CH3:30][S:31]([CH3:32])=[O:33].[F:1][c:2]1[cH:3][cH:4][c:5]([N+:8](=[O:9])[O-:10])[cH:6][cH:7]1.[K+:15].[K+:16].[OH2:34]>>[c:2]1([N:27]2[CH2:26][CH2:25][N:24]([C:17](=[O:18])[O:19][C:20]([CH3:21])([CH3:22])[CH3:23])[CH2:29][CH2:28]2)[cH:3][cH:4][c:5]([N+:8](=[O:9])[O-:10])[cH:6][cH:7]1.